Dataset: the Open Reaction Database (ORD), a public repository of structured organic reaction records. Task: describe an organic reaction: reactants, conditions, products, and yield Reactants: Cc1ccnc2c1C(=O)CC(c1nccs1)C2, CCO, Cl, Cl, N=C(N)NN, O. Yields the product Cc1ccnc2c1C(=NNC(=N)N)CC(c1nccs1)C2, Cl. RXN SMILES: [CH3:1][c:2]1[cH:3][cH:4][n:5][c:6]2[c:11]1[C:10](=[O:12])[CH2:9][CH:8]([c:13]1[s:14][cH:15][cH:16][n:17]1)[CH2:7]2.[CH3:26][CH2:27][OH:28].[ClH:18].[ClH:24].[NH2:19][NH:20][C:21](=[NH:22])[NH2:23].[OH2:25]>>[CH3:1][c:2]1[cH:3][cH:4][n:5][c:6]2[c:11]1[C:10](=[N:19][NH:20][C:21](=[NH:22])[NH2:23])[CH2:9][CH:8]([c:13]1[s:14][cH:15][cH:16][n:17]1)[CH2:7]2.[ClH:18]. Starting materials: Cl (hydrochloric acid), C(CC)NC(=O)CCC1=CC=C(OC(C(=O)OC(C)(C)C)(C)C)C=C1 (tert-Butyl 2-[4-[2-(N-n-propylaminocarbonyl)ethyl]phenoxy]-2-methylpropionate), C(C)N (ethylamine). Solvent: O1CCCC1 (tetrahydrofuran), O1CCCC1 (tetrahydrofuran). Run at temperature 50 celsius, time 3 hour. Yields the product C(CC)NCCCC1=CC=C(OC(C(=O)OC(C)(C)C)(C)C)C=C1 (tert-Butyl 2-[4-[3-(N-n-propyl)aminopropyl]phenoxy]-2-methylpropionate). As a reaction SMILES: [CH2:1]([NH:4][C:5]([CH2:7][CH2:8][C:9]1[CH:25]=[CH:24][C:12]([O:13][C:14]([CH3:23])([CH3:22])[C:15]([O:17][C:18]([CH3:21])([CH3:20])[CH3:19])=[O:16])=[CH:11][CH:10]=1)=O)[CH2:2][CH3:3].Cl.C(N)C>O1CCCC1>[CH2:1]([NH:4][CH2:5][CH2:7][CH2:8][C:9]1[CH:10]=[CH:11][C:12]([O:13][C:14]([CH3:23])([CH3:22])[C:15]([O:17][C:18]([CH3:21])([CH3:20])[CH3:19])=[O:16])=[CH:24][CH:25]=1)[CH2:2][CH3:3]. Reported procedure: tert-Butyl 2-[4-[2-(N-n-propylaminocarbonyl)ethyl]phenoxy]-2-methylpropionate (4.0 g, 11.4 mmol) was dissolved in tetrahydrofuran (10 mL). 1.0M Borane-tetrahydrofuran complex in tetrahydrofuran solution (34.3 mL, 34.3 mmol) was added dropwise, the mixture was stirred for three hours at 50° C. Concentrated hydrochloric acid was added under ice-cooling, the mixture was stirred for three hours at room temperature. Aqueous 80% ethylamine solution was added dropwise under ice-cooling, and the mixture... Reactants: O=C([O-])[O-], Clc1ncnc2[nH]ccc12, [Cs+], [Cs+], CI, CN(C)C=O. The product is Cn1ccc2c(Cl)ncnc21. RXN SMILES: [C:13](=[O:14])([O-:15])[O-:16].[Cl:3][c:4]1[c:5]2[c:6]([n:7][cH:8][n:9]1)[nH:10][cH:11][cH:12]2.[Cs+:17].[Cs+:18].[I:1][CH3:2].[O:19]=[CH:20][N:21]([CH3:22])[CH3:23]>>[Cl:3][c:4]1[c:5]2[c:6]([n:7][cH:8][n:9]1)[n:10]([CH3:13])[cH:11][cH:12]2. Reported procedure: Following General Procedure D above using 3-amino-1,3-dihydro-1-methyl-5-(1-piperidinyl)-2H-1,4-benzodiazepin-2-one (Example 4-A) and N-Boc Alanine (Novabiochem), the title compound was prepared as a white foam. The product is N[C@@H](C)C(=O)C1(C(N(C2=C(C(=N1)N1CCCCC1)C=CC=C2)C)=O)N (3-(L-Alaninyl)-amino-2,3-dihydro-1-methyl-5-piperidinyl-1H-1,4-benzodiazepin-2-one). As a reaction SMILES: [NH2:1][CH:2]1[N:8]=[C:7]([N:9]2[CH2:14][CH2:13][CH2:12][CH2:11][CH2:10]2)[C:6]2[CH:15]=[CH:16][CH:17]=[CH:18][C:5]=2[N:4]([CH3:19])[C:3]1=[O:20].C([NH:28][C@H:29]([C:31](O)=[O:32])[CH3:30])(OC(C)(C)C)=O>>[NH2:28][C@H:29]([C:31]([C:2]1([NH2:1])[N:8]=[C:7]([N:9]2[CH2:14][CH2:13][CH2:12][CH2:11][CH2:10]2)[C:6]2[CH:15]=[CH:16][CH:17]=[CH:18][C:5]=2[N:4]([CH3:19])[C:3]1=[O:20])=[O:32])[CH3:30]. Reactants: NC1C(N(C2=C(C(=N1)N1CCCCC1)C=CC=C2)C)=O (3-amino-1,3-dihydro-1-methyl-5-(1-piperidinyl)-2H-1,4-benzodiazepin-2-one), C(=O)(OC(C)(C)C)N[C@@H](C)C(=O)O (N-Boc Alanine). Reactants: O=C([O-])N(Cc1ccccc1)C12CC3CC1CC(c1ccc(-n4cccc4)cc1)(C3)C2, CO. Yields the product NC12CC3CC1CC(c1ccc(-n4cccc4)cc1)(C3)C2. As a reaction SMILES: [CH2:1]([c:5]1[cH:6][cH:7][cH:9][cH:10][cH:11]1)[N:8]([C:2](=[O:3])[O-:4])[C:12]12[CH2:13][C:14]3([c:21]4[cH:22][cH:23][c:24](-[n:27]5[cH:28][cH:29][cH:30][cH:31]5)[cH:25][cH:26]4)[CH2:15][CH:16]1[CH2:17][CH:18]([CH2:19]2)[CH2:20]3.[CH3:32][OH:33]>>[NH2:8][C:12]12[CH2:13][C:14]3([c:21]4[cH:22][cH:23][c:24](-[n:27]5[cH:28][cH:29][cH:30][cH:31]5)[cH:25][cH:26]4)[CH2:15][CH:16]1[CH2:17][CH:18]([CH2:19]2)[CH2:20]3. Reactants: N[C@@H]1[C@@H](CC2=CC=CC=C12)O ((1S,2R)-1-amino-2-indanol), C([O-])([O-])=O.[K+].[K+] (potassium carbonate), C(C)I (ethyl iodide), C(C)#N (acetonitrile). The solvent is C(C)OCC (diethyl ether). Product: C(C)N([C@@H]1[C@@H](CC2=CC=CC=C12)O)CC ((1S,2R)-1-(Diethylamino)-2-indanol). RXN SMILES: [NH2:1][C@H:2]1[C:10]2[C:5](=[CH:6][CH:7]=[CH:8][CH:9]=2)[CH2:4][C@H:3]1[OH:11].C(=O)([O-])[O-].[K+].[K+].[CH2:18](I)[CH3:19].[C:21](#N)[CH3:22]>C(OCC)C>[CH2:21]([N:1]([CH2:18][CH3:19])[C@H:2]1[C:10]2[C:5](=[CH:6][CH:7]=[CH:8][CH:9]=2)[CH2:4][C@H:3]1[OH:11])[CH3:22] |f:1.2.3|. Procedure: A suspension of 15.09 grams (101 mmol) of (1S,2R)-1-amino-2-indanol, 33.72 grams (244 mmol) of potassium carbonate and 38.8 grams (249 mmol) of ethyl iodide in 100 ml of acetonitrile was refluxed for 3 hours. After cooling, the solid matter was removed through filtration and the filtrate was evaporated. The residue was dissolved in 4N hydrochloric acid and was washed three times using dichloromethane. The water layer was made basic with the aid of a 50% sodium hydroxide solution and was extracte...